From a dataset of the Open Reaction Database (ORD), a public repository of structured organic reaction records. describe an organic reaction: reactants, conditions, products, and yield Reactants: C(C)(C)(C)OC(=O)N1CCC(CC1)C1=CN(C2=NC=CC=C21)CC=2SC(=CC2)Cl (4-[1-(5-chlorothiophen-2-ylmethyl)-1H-pyrrolo[2,3-b]pyridin-3-yl]-piperidine-1-carboxylic acid tert-butyl ester). The solvent is ClCCl (dichloromethane), FC(C(=O)O)(F)F (trifluoroacetic acid). Conditions: time 1 hour. Yields the product ClC1=CC=C(S1)CN1C=C(C=2C1=NC=CC2)C2CCNCC2 (1-(5-chlorothiophen-2-ylmethyl)-3-piperidin-4-yl-1H-pyrrolo[2,3-b]pyridine). Yield: 127.8%. Reaction SMILES: C(OC([N:8]1[CH2:13][CH2:12][CH:11]([C:14]2[C:22]3[C:17](=[N:18][CH:19]=[CH:20][CH:21]=3)[N:16]([CH2:23][C:24]3[S:25][C:26]([Cl:29])=[CH:27][CH:28]=3)[CH:15]=2)[CH2:10][CH2:9]1)=O)(C)(C)C>ClCCl.FC(F)(F)C(O)=O>[Cl:29][C:26]1[S:25][C:24]([CH2:23][N:16]2[C:17]3=[N:18][CH:19]=[CH:20][CH:21]=[C:22]3[C:14]([CH:11]3[CH2:10][CH2:9][NH:8][CH2:13][CH2:12]3)=[CH:15]2)=[CH:28][CH:27]=1. Reported procedure: Over a solution of 2.86 g (6.6 mmol) of 4-[1-(5-chlorothiophen-2-ylmethyl)-1H-pyrrolo[2,3-b]pyridin-3-yl]-piperidine-1-carboxylic acid tert-butyl ester in 20 ml of dichloromethane, 5.1 ml of trifluoroacetic acid were added. After 1 hour at room temperature, the solvent was removed under reduced pressure. The crude mixture was dissolved in ethyl acetate and washed with saturated solution of potassium carbonate and brine. The organic phase was dried over magnesium sulphate, filtered and removed un... Reactants: FC1=C(C(=O)NNC(=S)NC)C=CC=C1 (1-(2-Fluorobenzoyl)-4-methylthiosemicarbazide), Cl.N1=CC=CC=C1 (pyridine hydrochloride), C(=O)(O)[O-].[Na+] (NaHCO3), Cl (hydrochloric acid). Product: FC1=C(C=CC=C1)C=1N(C(NN1)=S)C (5-(2-Fluorophenyl)-2,4-dihydro-4-methyl-3H-1,2,4-triazole-3-thione). RXN SMILES: [F:1][C:2]1[CH:15]=[CH:14][CH:13]=[CH:12][C:3]=1[C:4]([NH:6][NH:7][C:8]([NH:10][CH3:11])=[S:9])=O.Cl.N1C=CC=CC=1.C([O-])(O)=O.[Na+].Cl>>[F:1][C:2]1[CH:15]=[CH:14][CH:13]=[CH:12][C:3]=1[C:4]1[N:10]([CH3:11])[C:8](=[S:9])[NH:7][N:6]=1 |f:1.2,3.4|. Procedure details: 1-(2-Fluorobenzoyl)-4-methylthiosemicarbazide (11.3 g, 4.97×10-2 mole) or the aforementioned mixture of the above and pyridine hydrochloride and 1 molar aqueous NaHCO3 (480 ml, 4.80×10-1 mole) were stirred and heated to reflux. After refluxing overnight, the reaction was cooled in an ice bath before being acidified by the dropwise addition of concentrated hydrochloric acid (40 ml, 4.8×10-1 mole). The resulting precipitate was collected by filtration, washed with a little H2O, and dried by suctio... Reactants: C(C1=CC=CO1)S (furfuryl-mercaptan), BrCCCCOC=1C=C2CCC(NC2=CC1)=O (6-(4-bromo-butoxy)-3,4-dihydro-carbostyril). Yields the product O1C(=CC=C1)CSCCCCOC=1C=C2CCC(NC2=CC1)=O (6-[4-(2-Furylmethyl-mercapto)-butoxy]-3,4-dihydro-carbostyril). RXN SMILES: [CH2:1]([SH:7])[C:2]1[O:6][CH:5]=[CH:4][CH:3]=1.Br[CH2:9][CH2:10][CH2:11][CH2:12][O:13][C:14]1[CH:15]=[C:16]2[C:21](=[CH:22][CH:23]=1)[NH:20][C:19](=[O:24])[CH2:18][CH2:17]2>>[O:6]1[CH:5]=[CH:4][CH:3]=[C:2]1[CH2:1][S:7][CH2:9][CH2:10][CH2:11][CH2:12][O:13][C:14]1[CH:15]=[C:16]2[C:21](=[CH:22][CH:23]=1)[NH:20][C:19](=[O:24])[CH2:18][CH2:17]2. Procedure details: Prepared analogous to Example 1 from furfuryl-mercaptan and 6-(4-bromo-butoxy)-3,4-dihydro-carbostyril (m.p. 142°-147° C.). Starting materials: C(C)N1C(=O)N(C=2N=C(N(C2C1=O)C)\C=C\C1=CC=C(C=C1)OCOC)CC ((E)-1,3-Diethyl-8-(4-methoxymethoxystyryl)-7-methylxanthine), [OH-].[Na+] (sodium hydroxide), O (water), Cl (hydrochloric acid), aqueous solution. Run in O1CCCC1 (tetrahydrofuran). Yields the product C(C)N1C(=O)N(C=2N=C(N(C2C1=O)C)\C=C\C1=CC=C(C=C1)O)CC ((E)-1,3-Diethyl-8-(4-hydroxystyryl)-7-methylxanthine). The yield is 97.5%. RXN SMILES: [CH2:1]([N:3]1[C:12](=[O:13])[C:11]2[N:10]([CH3:14])[C:9](/[CH:15]=[CH:16]/[C:17]3[CH:22]=[CH:21][C:20]([O:23]COC)=[CH:19][CH:18]=3)=[N:8][C:7]=2[N:6]([CH2:27][CH3:28])[C:4]1=[O:5])[CH3:2].Cl.[OH-].[Na+].O>O1CCCC1>[CH2:1]([N:3]1[C:12](=[O:13])[C:11]2[N:10]([CH3:14])[C:9](/[CH:15]=[CH:16]/[C:17]3[CH:18]=[CH:19][C:20]([OH:23])=[CH:21][CH:22]=3)=[N:8][C:7]=2[N:6]([CH2:27][CH3:28])[C:4]1=[O:5])[CH3:2] |f:2.3|. Procedure details: Compound 145 (2.70 g, 7.02 mmol) obtained in Reference Example 88 was dissolved in 50 ml of tetrahydrofuran. To the solution was added 17.6 ml of 2N hydrochloric acid, and the mixture was heated under reflux for 2.5 hours. The reaction solution was neutralized with a 2N aqueous solution of sodium hydroxide under ice cooling, water was added thereto, and the deposited crystals were collected by filtration. The obtained crude crystals were recrystallized from 2-propanol to give 2.33 g (yield 98%) ... Starting materials: CI (methyl iodide), solution, C[Li] (methyllithium), BrC1=C(C(=NN1C1=C(C=C(C=C1Cl)C(F)(F)F)Cl)C#N)SC (5-bromo-1-[2,6-dichloro-4-(trifluoromethyl)phenyl]-4-methylthio-1H-pyrazole-3-carbonitrile). Run in O1CCCC1 (THF), C(C)OCC (ethyl ether), O1CCCC1 (tetrahydrofuran). Conditions: temperature 0 celsius. Product: ClC1=C(C(=CC(=C1)C(F)(F)F)Cl)N1N=C(C(=C1C)SC)C#N (1-[2,6-dichloro-4-(trifluoromethyl)phenyl]-5-methyl-4-methylthio-1H-pyrazole-3-carbonitrile). RXN SMILES: [CH3:1][Li].Br[C:4]1[N:8]([C:9]2[C:14]([Cl:15])=[CH:13][C:12]([C:16]([F:19])([F:18])[F:17])=[CH:11][C:10]=2[Cl:20])[N:7]=[C:6]([C:21]#[N:22])[C:5]=1[S:23][CH3:24].CI>C(OCC)C.O1CCCC1>[Cl:20][C:10]1[CH:11]=[C:12]([C:16]([F:19])([F:18])[F:17])[CH:13]=[C:14]([Cl:15])[C:9]=1[N:8]1[C:4]([CH3:1])=[C:5]([S:23][CH3:24])[C:6]([C:21]#[N:22])=[N:7]1. Procedure details: A 1.4 M solution of methyllithium (31 ml) in ethyl ether was added to a stirred solution of 5-bromo-1-[2,6-dichloro-4-(trifluoromethyl)phenyl]-4-methylthio-1H-pyrazole-3-carbonitrile (17.67 g) in dry tetrahydrofuran (THF) at −65° C. over 15-minutes and allowed to warm to 0° C. over 3-hours. After recooling to −65° C., methyl iodide (3.06 ml) in THF was added over 3 minutes, the mixture warmed to −20° C. over 1.5 hours, and then partitioned between aqueous ammonium chloride and dichloromethane. T...